This data is from the Open Reaction Database (ORD), a public repository of structured organic reaction records. The task is: describe an organic reaction: reactants, conditions, products, and yield Starting materials: CC1(C)OB(c2cccc3c2CC(N(Cc2ccccc2)Cc2ccccc2)CO3)OC1(C)C, Cc1cncc(Cl)n1. The product is Cc1cncc(-c2cccc3c2CC(N(Cc2ccccc2)Cc2ccccc2)CO3)n1. Reaction SMILES: [CH2:1]([c:2]1[cH:3][cH:4][cH:5][cH:6][cH:7]1)[N:8]([CH:9]1[CH2:10][O:11][c:12]2[cH:13][cH:14][cH:15][c:16]([B:19]3[O:20][C:21]([CH3:22])([CH3:23])[C:24]([CH3:25])([CH3:26])[O:27]3)[c:17]2[CH2:18]1)[CH2:28][c:29]1[cH:30][cH:31][cH:32][cH:33][cH:34]1.[Cl:35][c:36]1[n:37][c:38]([CH3:42])[cH:39][n:40][cH:41]1>>[CH2:1]([c:2]1[cH:3][cH:4][cH:5][cH:6][cH:7]1)[N:8]([CH:9]1[CH2:10][O:11][c:12]2[cH:13][cH:14][cH:15][c:16](-[c:36]3[n:37][c:38]([CH3:42])[cH:39][n:40][cH:41]3)[c:17]2[CH2:18]1)[CH2:28][c:29]1[cH:30][cH:31][cH:32][cH:33][cH:34]1. Starting materials: [BH4-].[Na+] (Sodium borohydride), ClC=1C=CC=C2C=C(C(=NC12)C1=C(C=CC=C1)F)C=O (8-chloro-2-(2-fluorophenyl)quinoline-3-carbaldehyde). Run in C1CCOC1 (THF). Run at time 1.5 hour. The product is ClC=1C=CC=C2C=C(C(=NC12)C1=C(C=CC=C1)F)CO ((8-Chloro-2-(2-fluorophenyl)quinolin-3-yl)methanol). Reaction SMILES: [BH4-].[Na+].[Cl:3][C:4]1[CH:5]=[CH:6][CH:7]=[C:8]2[C:13]=1[N:12]=[C:11]([C:14]1[CH:19]=[CH:18][CH:17]=[CH:16][C:15]=1[F:20])[C:10]([CH:21]=[O:22])=[CH:9]2>C1COCC1>[Cl:3][C:4]1[CH:5]=[CH:6][CH:7]=[C:8]2[C:13]=1[N:12]=[C:11]([C:14]1[CH:19]=[CH:18][CH:17]=[CH:16][C:15]=1[F:20])[C:10]([CH2:21][OH:22])=[CH:9]2 |f:0.1|. Reported procedure: Sodium borohydride (0.159 g, 4.20 mmol) was added portion wise to a stirring solution of 8-chloro-2-(2-fluorophenyl)quinoline-3-carbaldehyde (0.800 g, 2.80 mmol) in 15 mL of THF. The reaction stirred at room temperature. After 1.5 h, the mixture was partitioned between water and EtOAc. The organic layer was dried over MgSO4, filtered, and concentrated under reduced pressure: LC-MS (ESI) m/z 288.1 [M+H]+. The crude product was carried on crude without purification for the next step. Starting materials: [Li]CCCC, Cc1ccccc1, CN=C(C(F)(F)F)C(F)(F)F, CCOCC, Fc1ccc(-c2ccsc2-c2ccc(F)cc2)cc1. The product is CNC(c1cc(-c2ccc(F)cc2)c(-c2ccc(F)cc2)s1)(C(F)(F)F)C(F)(F)F. As a reaction SMILES: [CH2:27]([Li:28])[CH2:29][CH2:30][CH3:31].[CH3:20][c:21]1[cH:22][cH:23][cH:24][cH:25][cH:26]1.[CH3:32][N:33]=[C:34]([C:35]([F:36])([F:37])[F:38])[C:39]([F:40])([F:41])[F:42].[CH3:43][CH2:44][O:45][CH2:46][CH3:47].[F:1][c:2]1[cH:3][cH:4][c:5](-[c:8]2[s:9][cH:10][cH:11][c:12]2-[c:13]2[cH:14][cH:15][c:16]([F:19])[cH:17][cH:18]2)[cH:6][cH:7]1>>[F:1][c:2]1[cH:3][cH:4][c:5](-[c:8]2[s:9][c:10]([C:34]([NH:33][CH3:32])([C:35]([F:36])([F:37])[F:38])[C:39]([F:40])([F:41])[F:42])[cH:11][c:12]2-[c:13]2[cH:14][cH:15][c:16]([F:19])[cH:17][cH:18]2)[cH:6][cH:7]1. Reactants: BrCc1ccccc1, CN(C)C=O, [H-], Ic1cn[nH]c1, [Na+]. Yields the product Ic1cnn(Cc2ccccc2)c1. As a reaction SMILES: [Br:9][CH2:10][c:11]1[cH:12][cH:13][cH:14][cH:15][cH:16]1.[CH3:17][N:18]([CH3:19])[CH:20]=[O:21].[H-:7].[I:1][c:2]1[cH:3][n:4][nH:5][cH:6]1.[Na+:8]>>[I:1][c:2]1[cH:3][n:4]([CH2:10][c:11]2[cH:12][cH:13][cH:14][cH:15][cH:16]2)[n:5][cH:6]1. The product is C[C@@H]1CN(C[C@@H](O1)C)C1=C(C2=C(C(=NO2)N2N=C(C=C2C)C)C=C1C=O)F (6-[(2R,6S)-2,6-dimethylmorpholin-4-yl]-3-(3,5-dimethyl-1H-pyrazol-1-yl)-7-fluoro-1,2-benzoxazole-5-carbaldehyde). Conditions: temperature 150 celsius. Run in CCOC(=O)C (EtOAc), C1(=CC=CC=C1)C (toluene). Starting materials: ClC1=NOC2=C1C=C(C(=C2F)N2C[C@H](O[C@H](C2)C)C)C=O (3-chloro-6-[(2R,6S)-2,6-dimethylmorpholin-4-yl]-7-fluoro-1,2-benzoxazole-5-carbaldehyde), ClC1=NOC2=C1C=C(C(=C2F)N2C[C@H](O[C@H](C2)C)C)C=O (3-chloro-6-[(2R,6S)-2,6-dimethylmorpholin-4-yl]-7-fluoro-1,2-benzoxazole-5-carbaldehyde), [O-]P(=O)([O-])[O-].[K+].[K+].[K+] (K3PO4), CC1=NNC(=C1)C (3,5-dimethyl-1H-pyrazole), C1(CCCCC1)P(C1=C(C=CC=C1)C1=C(C=CC=C1OC)OC)C1CCCCC1 (2-dicyclohexylphosphino-2′,6′-dimethoxybiphenyl). Reaction SMILES: Cl[C:2]1[C:6]2[CH:7]=[C:8]([CH:20]=[O:21])[C:9]([N:12]3[CH2:17][C@H:16]([CH3:18])[O:15][C@H:14]([CH3:19])[CH2:13]3)=[C:10]([F:11])[C:5]=2[O:4][N:3]=1.[O-]P([O-])([O-])=O.[K+].[K+].[K+].[CH3:30][C:31]1[CH:35]=[C:34]([CH3:36])[NH:33][N:32]=1.C1(P(C2CCCCC2)C2C=CC=CC=2C2C(OC)=CC=CC=2OC)CCCCC1>C1(C)C=CC=CC=1.CCOC(C)=O.C1C=CC(/C=C/C(/C=C/C2C=CC=CC=2)=O)=CC=1.C1C=CC(/C=C/C(/C=C/C2C=CC=CC=2)=O)=CC=1.C1C=CC(/C=C/C(/C=C/C2C=CC=CC=2)=O)=CC=1.[Pd].[Pd]>[CH3:19][C@H:14]1[O:15][C@@H:16]([CH3:18])[CH2:17][N:12]([C:9]2[C:8]([CH:20]=[O:21])=[CH:7][C:6]3[C:2]([N:32]4[C:31]([CH3:30])=[CH:35][C:34]([CH3:36])=[N:33]4)=[N:3][O:4][C:5]=3[C:10]=2[F:11])[CH2:13]1 |f:1.2.3.4,9.10.11.12.13|. Reagents/catalysts: C=1C=CC(=CC1)/C=C/C(=O)/C=C/C2=CC=CC=C2.C=1C=CC(=CC1)/C=C/C(=O)/C=C/C2=CC=CC=C2.C=1C=CC(=CC1)/C=C/C(=O)/C=C/C2=CC=CC=C2.[Pd].[Pd] (tris(dibenzylideneacetone)dipalladium(0)). Reported procedure: To a stirred and degassed solution of 3-chloro-6-[(2R,6S)-2,6-dimethylmorpholin-4-yl]-7-fluoro-1,2-benzoxazole-5-carbaldehyde (Intermediate 534, 0.15 g, 0.48 mmol) in toluene was added K3PO4 (0.51 g, 2.40 mmol), 3,5-dimethyl-1H-pyrazole (92 mg, 0.96 mmol), 2-dicyclohexylphosphino-2′,6′-dimethoxybiphenyl (S-phos) (4 mg, 0.009 mmol) and tris(dibenzylideneacetone)dipalladium(0) (8 mg, 0.009 mmol), sequentially and the reaction mixture was heated to 150° C. for 2 h in microwave reactor. The reaction... Starting materials: COC(=O)C(Br)c1ccccc1I, [N-]=[N+]=[N-], [Na+], CN(C)C=O. Yields the product COC(=O)C(N=[N+]=[N-])c1ccccc1I. As a reaction SMILES: [CH3:5][O:6][C:7]([CH:8]([c:9]1[c:10]([I:15])[cH:11][cH:12][cH:13][cH:14]1)[Br:16])=[O:17].[N-:1]=[N+:2]=[N-:3].[Na+:4].[O:18]=[CH:19][N:20]([CH3:21])[CH3:22]>>[N:1](=[N+:2]=[N-:3])[CH:8]([C:7]([O:6][CH3:5])=[O:17])[c:9]1[c:10]([I:15])[cH:11][cH:12][cH:13][cH:14]1. Starting materials: O=C1C=C(CC(C)(C)C1)C (isophorone), C1=CCCC1 (cyclopentene). Yields the product CC1(CC(C2C3CCCC3C2(C1)C)=O)C (5,5,7-trimethyltricyclo[6.3.0.02,7 ]undecane-3-one). RXN SMILES: [O:1]=[C:2]1[CH2:9][C:6]([CH3:8])([CH3:7])[CH2:5][C:4]([CH3:10])=[CH:3]1.[CH:11]1[CH2:15][CH2:14][CH2:13][CH:12]=1>>[CH3:7][C:6]1([CH3:8])[CH2:5][C:4]2([CH3:10])[CH:3]([CH:11]3[CH:15]2[CH2:14][CH2:13][CH2:12]3)[C:2](=[O:1])[CH2:9]1. Procedure: The second photochemical reaction consists in reacting isophorone with cyclopentene to yield 5,5,7-trimethyltricyclo[6.3.0.02,7 ]undecane-3-one: ##STR2## Reactants: CC(C)c1oc(-c2ccccc2)nc1C(=O)OCc1ccccc1, CO, [H-], [Li+], C1CCOC1, [OH-], O. Product: CC(C)c1oc(-c2ccccc2)nc1C(=O)O. RXN SMILES: [CH2:1]([c:2]1[cH:3][cH:4][cH:5][cH:6][cH:7]1)[O:8][C:9](=[O:10])[c:11]1[n:12][c:13](-[c:19]2[cH:20][cH:21][cH:22][cH:23][cH:24]2)[o:14][c:15]1[CH:16]([CH3:17])[CH3:18].[CH3:30][OH:31].[H-:32].[Li+:34].[O:25]1[CH2:26][CH2:27][CH2:28][CH2:29]1.[OH-:33].[OH2:35]>>[O:8]=[C:9]([OH:10])[c:11]1[n:12][c:13](-[c:19]2[cH:20][cH:21][cH:22][cH:23][cH:24]2)[o:14][c:15]1[CH:16]([CH3:17])[CH3:18]. Starting materials: CC(C)(C)C(=O)c1cn(COCC[Si](C)(C)C)c2ncc(-c3cc(C(=O)NCCO)cc(N4CCCC4)c3)nc12, CO, ClCCl. Yields the product CC(C)(C)C(=O)c1c[nH]c2ncc(-c3cc(C(=O)NCCO)cc(N4CCCC4)c3)nc12. RXN SMILES: [CH3:1][C:2]([C:3](=[O:4])[c:5]1[cH:6][n:7]([CH2:31][O:32][CH2:33][CH2:34][Si:35]([CH3:36])([CH3:37])[CH3:38])[c:8]2[n:9][cH:10][c:11](-[c:14]3[cH:15][c:16]([C:17](=[O:18])[NH:19][CH2:20][CH2:21][OH:22])[cH:23][c:24]([N:26]4[CH2:27][CH2:28][CH2:29][CH2:30]4)[cH:25]3)[n:12][c:13]12)([CH3:39])[CH3:40].[CH3:44][OH:45].[Cl:41][CH2:42][Cl:43]>>[CH3:1][C:2]([C:3](=[O:4])[c:5]1[cH:6][nH:7][c:8]2[n:9][cH:10][c:11](-[c:14]3[cH:15][c:16]([C:17](=[O:18])[NH:19][CH2:20][CH2:21][OH:22])[cH:23][c:24]([N:26]4[CH2:27][CH2:28][CH2:29][CH2:30]4)[cH:25]3)[n:12][c:13]12)([CH3:39])[CH3:40]. The reactants are ClC=1C=C(N)C=C(C1N(CC)CC)Cl (3,5-dichloro-4-diethylaminoaniline), C(=S)(Cl)Cl (thiophosgene), C([O-])([O-])=O.[K+].[K+] (potassium carbonate). The solvent is O (water), C(Cl)(Cl)Cl (chloroform). Product: ClC=1C=C(C=C(C1N(CC)CC)Cl)N=C=S (3,5-dichloro-4-diethylaminophenyl isothiocyanate). Yield: 97.5%. RXN SMILES: [Cl:1][C:2]1[CH:3]=[C:4]([CH:6]=[C:7]([Cl:14])[C:8]=1[N:9]([CH2:12][CH3:13])[CH2:10][CH3:11])[NH2:5].[C:15](Cl)(Cl)=[S:16].C(=O)([O-])[O-].[K+].[K+]>O.C(Cl)(Cl)Cl>[Cl:1][C:2]1[CH:3]=[C:4]([N:5]=[C:15]=[S:16])[CH:6]=[C:7]([Cl:14])[C:8]=1[N:9]([CH2:12][CH3:13])[CH2:10][CH3:11] |f:2.3.4|. Procedure: Following procedures similar to those employed in Step A of Example 8, the reaction of 1.9 g (0.0082 mole) of 3,5-dichloro-4-diethylaminoaniline with 1.88 g (0.0163 mole) of thiophosgene and 5.0 g (0.036 mole) of potassium carbonate in 20 ml of water and 100 ml of chloroform yielded 2.2 g of 3,5-dichloro-4-diethylaminophenyl isothiocyanate as an oil. The ir spectrum was consistent with the proposed structure.